Dataset: the Open Reaction Database (ORD), a public repository of structured organic reaction records. Task: describe an organic reaction: reactants, conditions, products, and yield The reactants are BrC=1C=C(C=O)C=C(C1)Br (3,5-dibromobenzaldehyde), C(C)(C)(C)C=1C=C(C=CC=2C=C(C=C)C=C(C2)C=CC2=CC(=CC(=C2)C(C)(C)C)C(C)(C)C)C=C(C1)C(C)(C)C (3,5-bis(3′,5′-di-t-butylstyryl)styrene), C([O-])([O-])=O.[Na+].[Na+] (sodium carbonate), C(C)(C)(C)C1(CC=CC(=C1O)C(C)(C)C)C (2,6-di-t-butylcresol). The reagents and catalysts are CC1=CC=CC=C1P(C2=CC=CC=C2C)C3=CC=CC=C3[CH2-].CC1=CC=CC=C1P(C2=CC=CC=C2C)C3=CC=CC=C3[CH2-].CC(=O)O.CC(=O)O.[Pd].[Pd] (trans-di(μ-acetato)-bis[o-(di-o-tolylphosphino)benzyl]dipalladium (II)). Run in CN(C(C)=O)C (N,N-dimethylacetamide). Conditions: temperature 130 celsius, time 1 hour. Yields the product C(C)(C)(C)C=1C=C(C=CC=2C=C(C=CC=3C=C(C=O)C=C(C3)C=CC3=CC(=CC(=C3)C=CC3=CC(=CC(=C3)C(C)(C)C)C(C)(C)C)C=CC3=CC(=CC(=C3)C(C)(C)C)C(C)(C)C)C=C(C2)C=CC2=CC(=CC(=C2)C(C)(C)C)C(C)(C)C)C=C(C1)C(C)(C)C (3,5-bis[3′,5′-bis(3″,5-″-di-t-butylstyryl)styryl]benzaldehyde). The yield is 277.7%. As a reaction SMILES: Br[C:2]1[CH:3]=[C:4]([CH:7]=[C:8](Br)[CH:9]=1)[CH:5]=O.[C:11]([C:15]1[CH:16]=[C:17]([CH:44]=[C:45]([C:47]([CH3:50])([CH3:49])[CH3:48])[CH:46]=1)[CH:18]=[CH:19][C:20]1[CH:21]=[C:22]([CH:25]=[C:26]([CH:28]=[CH:29][C:30]2[CH:35]=[C:34]([C:36]([CH3:39])([CH3:38])[CH3:37])[CH:33]=[C:32]([C:40]([CH3:43])([CH3:42])[CH3:41])[CH:31]=2)[CH:27]=1)[CH:23]=[CH2:24])([CH3:14])([CH3:13])[CH3:12].[C:51](=[O:54])([O-])[O-].[Na+].[Na+].[C:57]([C:61]1(C)[C:66](O)=[C:65](C(C)(C)C)[CH:64]=[CH:63][CH2:62]1)([CH3:60])([CH3:59])[CH3:58]>CC1C(P(C2C([CH2-])=CC=CC=2)C2C(C)=CC=CC=2)=CC=CC=1.CC1C(P(C2C([CH2-])=CC=CC=2)C2C(C)=CC=CC=2)=CC=CC=1.CC(O)=O.CC(O)=O.[Pd].[Pd].CN(C)C(=O)C>[C:36]([C:34]1[CH:35]=[C:30]([CH:31]=[C:32]([C:40]([CH3:43])([CH3:42])[CH3:41])[CH:33]=1)[CH:29]=[CH:28][C:26]1[CH:25]=[C:22]([CH:21]=[C:20]([CH:19]=[CH:18][C:17]2[CH:44]=[C:45]([C:47]([CH3:50])([CH3:49])[CH3:48])[CH:46]=[C:15]([C:11]([CH3:14])([CH3:12])[CH3:13])[CH:16]=2)[CH:27]=1)[CH:23]=[CH:24][C:2]1[CH:9]=[C:8]([CH:7]=[C:4]([CH:5]=[CH:23][C:22]2[CH:25]=[C:26]([CH:28]=[CH:29][C:63]3[CH:62]=[C:61]([C:57]([CH3:60])([CH3:58])[CH3:59])[CH:66]=[C:65]([C:32]([CH3:40])([CH3:33])[CH3:31])[CH:64]=3)[CH:27]=[C:20]([CH:19]=[CH:18][C:17]3[CH:16]=[C:15]([C:11]([CH3:14])([CH3:13])[CH3:12])[CH:46]=[C:45]([C:47]([CH3:50])([CH3:49])[CH3:48])[CH:44]=3)[CH:21]=2)[CH:3]=1)[CH:51]=[O:54])([CH3:37])([CH3:39])[CH3:38] |f:2.3.4,6.7.8.9.10.11|. Procedure: A mixture of 3,5-dibromobenzaldehyde (8.21 g, 31.1 mmoles), 3,5-bis(3′,5′-di-t-butylstyryl)styrene (41.4 g, 77.7 mmoles), anhydrous sodium carbonate (6.59 g, 62.2 mmoles), trans-di(μ-acetato)-bis[o-(di-o-tolylphosphino)benzyl]dipalladium (II) (58.3 mg, 0.062 mmoles, 0.1 mole %), 2,6-di-t-butylcresol (1.71 g, 7.77 mmoles) and anhydrous N,N-dimethylacetamide (100 mL) was degassed extremely thoroughly whilst stirring under oil-pump vacuum, purging with argon. The reaction mixture was then heated un...